From a dataset of the Open Reaction Database (ORD), a public repository of structured organic reaction records. describe an organic reaction: reactants, conditions, products, and yield The reactants are Cc1nc(CCl)n(C)n1, Cc1csc2nc(CCl)cc(=O)n12, O=C1CC(=O)OC(CCc2ccc(OCC3CC3)c(Cl)c2)(C2CCCC2)C1, O. Yields the product Cc1csc2nc(CC3=C(O)CC(CCc4ccc(OCC5CC5)c(Cl)c4)(C4CCCC4)OC3=O)cc(=O)n12. As a reaction SMILES: [Cl:14][CH2:15][c:16]1[n:17]([CH3:18])[n:19][c:20]([CH3:21])[n:22]1.[Cl:1][CH2:2][c:3]1[n:4][c:5]2[n:6]([c:7](=[O:9])[cH:8]1)[c:10]([CH3:13])[cH:11][s:12]2.[Cl:23][c:24]1[cH:25][c:26]([CH2:35][CH2:36][C:37]2([CH:45]3[CH2:46][CH2:47][CH2:48][CH2:49]3)[CH2:38][C:39](=[O:44])[CH2:40][C:41](=[O:43])[O:42]2)[cH:27][cH:28][c:29]1[O:30][CH2:31][CH:32]1[CH2:33][CH2:34]1.[OH2:50]>>[CH2:2]([c:3]1[n:4][c:5]2[n:6]([c:7](=[O:9])[cH:8]1)[c:10]([CH3:13])[cH:11][s:12]2)[C:40]1=[C:39]([OH:44])[CH2:38][C:37]([CH2:36][CH2:35][c:26]2[cH:25][c:24]([Cl:23])[c:29]([O:30][CH2:31][CH:32]3[CH2:33][CH2:34]3)[cH:28][cH:27]2)([CH:45]2[CH2:46][CH2:47][CH2:48][CH2:49]2)[O:42][C:41]1=[O:43]. As a reaction SMILES: [CH3:1][O:2][C:3]([c:4]1[cH:5][c:6]([CH2:10][O:11][c:12]2[cH:13][c:14]([CH:18]([CH2:19][CH2:20][CH2:21][CH2:22][CH3:23])[OH:24])[cH:15][cH:16][cH:17]2)[cH:7][cH:8][cH:9]1)=[O:25].[CH3:26][C:27](=[O:28])[O:29][C:30](=[O:31])[CH3:32].[cH:33]1[cH:34][cH:35][n:36][cH:37][cH:38]1>>[CH3:1][O:2][C:3]([c:4]1[cH:5][c:6]([CH2:10][O:11][c:12]2[cH:13][c:14]([CH:18]([CH2:19][CH2:20][CH2:21][CH2:22][CH3:23])[O:24][C:27]([CH3:26])=[O:28])[cH:15][cH:16][cH:17]2)[cH:7][cH:8][cH:9]1)=[O:25]. Yields the product CCCCCC(OC(C)=O)c1cccc(OCc2cccc(C(=O)OC)c2)c1. Reactants: CCCCCC(O)c1cccc(OCc2cccc(C(=O)OC)c2)c1, CC(=O)OC(C)=O, c1ccncc1. Reactants: solution, N (ammonia), ClC1=CC=C(C(=O)[C@@]2(C[C@@H](O[C@@H]2COC(C2=CC=C(C=C2)Cl)=O)N2C(=O)NC(=O)C=C2)O)C=C1 (3′,5′-O-bis (4-chlorobenzoyl)-2′-deoxyuridine), C1(=CC=C(C=C1)S(=O)(=O)Cl)C (p-toluenesulfonyl chloride), [C@@H]1([C@H](O)[C@H](O)[C@@H](CO)O1)N1C(=O)NC(=O)C=C1 (uridine), CN1CCCCC1 (1-methylpiperidine). The solvent is CC(C)O (2-propanol), C(C)N(CC)CC (triethylamine), C(C)#N (acetonitrile). Run at time 2 hour. The product is ClC1=CC=C(C(=O)[C@@]2(C[C@@H](O[C@@H]2COC(C2=CC=C(C=C2)Cl)=O)N2C(=O)N=C(N)C=C2)O)C=C1 (3′,5′-O-bis(4-chlorobenzoyl)-2′-deoxycytidine). Yield: 54.0%. Reaction SMILES: [Cl:1][C:2]1[CH:34]=[CH:33][C:5]([C:6]([C@@:8]2([OH:32])[C@@H:12]([CH2:13][O:14][C:15](=[O:23])[C:16]3[CH:21]=[CH:20][C:19]([Cl:22])=[CH:18][CH:17]=3)[O:11][C@@H:10](N3C=CC(=O)NC3=O)[CH2:9]2)=[O:7])=[CH:4][CH:3]=1.[C@@H:35]1([N:44]2C=CC(=O)N[C:45]2=[O:46])O[C@H](CO)[C@@H:38](O)[C@H:36]1O.C[N:53]1CCCCC1.C1(C)C=CC(S(Cl)(=O)=O)=CC=1.[NH3:70]>CC(O)C.C(N(CC)CC)C.C(#N)C>[Cl:1][C:2]1[CH:34]=[CH:33][C:5]([C:6]([C@@:8]2([OH:32])[C@@H:12]([CH2:13][O:14][C:15](=[O:23])[C:16]3[CH:17]=[CH:18][C:19]([Cl:22])=[CH:20][CH:21]=3)[O:11][C@@H:10]([N:70]3[CH:38]=[CH:36][C:35]([NH2:53])=[N:44][C:45]3=[O:46])[CH2:9]2)=[O:7])=[CH:4][CH:3]=1. Procedure details: To 1.0 g of 3′,5′-O-bis (4-chlorobenzoyl)-2′-deoxyuridine was added 5 mL of acetonitrile, 0.40 g of triethylamine, 0.24 g (1.2 times moles based on the uridine derivative) of 1-methylpiperidine and 0.76 g of p-toluenesulfonyl chloride, and the reaction mixture was stirred in an ice bath for 2 hours. To this, 7.5 mL of a solution of ammonia in 2-propanol was added, and the mixture was stirred in an ice bath for 4 hours, and at room temperature for 1 hour. The crystals were filtered and washed wit... Reactants: C(C)(=O)O[C@]1(C(C)=O)CC[C@H]2[C@@H]3CCC4=CC(CC[C@]4(C)[C@H]3CC[C@]12C)=O (17α-acetoxy-4-pregnene-3,20-dione), C(C)OP(=O)(Cl)Cl (ethyldichlorophosphate). Yields the product C(C)(=O)O[C@]1(C(C)=O)CC[C@H]2[C@@H]3CC(C4=CC(CC[C@]4(C)[C@H]3CC[C@]12C)=O)=C (17α-acetoxy-6-methylene-4-pregnene-3,20-dione). Reaction SMILES: [C:1]([O:4][C@:5]1([C@:25]2([CH3:26])[C@H:11]([C@H:12]3[C@H:22]([CH2:23][CH2:24]2)[C@:20]2([CH3:21])[C:15](=[CH:16][C:17](=[O:27])[CH2:18][CH2:19]2)[CH2:14][CH2:13]3)[CH2:10][CH2:9]1)[C:6](=[O:8])[CH3:7])(=[O:3])[CH3:2].[CH2:28](OP(Cl)(Cl)=O)C>>[C:1]([O:4][C@:5]1([C@:25]2([CH3:26])[C@H:11]([C@H:12]3[C@H:22]([CH2:23][CH2:24]2)[C@:20]2([CH3:21])[C:15](=[CH:16][C:17](=[O:27])[CH2:18][CH2:19]2)[C:14](=[CH2:28])[CH2:13]3)[CH2:10][CH2:9]1)[C:6](=[O:8])[CH3:7])(=[O:3])[CH3:2]. Procedure: Analogously to Example 42, 1.0 g of 17α-acetoxy-4-pregnene-3,20-dione is reacted with 3.8 ml of ethyldichlorophosphate and worked up, thus obtaining 510 mg of 17α-acetoxy-6-methylene-4-pregnene-3,20-dione, mp 231°-233° C. Starting materials: [Al+3], C1CCOC1, [H-], [H-], [H-], [H-], [Li+], CN(C)C(=O)CC1CCOc2ccc(N)cc21, [Na+], [OH-], O. Product: CN(C)CCC1CCOc2ccc(N)cc21. Reaction SMILES: [Al+3:19].[CH2:27]1[O:28][CH2:29][CH2:30][CH2:31]1.[H-:18].[H-:21].[H-:22].[H-:23].[Li+:20].[NH2:1][c:2]1[cH:3][c:4]2[c:9]([cH:10][cH:11]1)[O:8][CH2:7][CH2:6][CH:5]2[CH2:12][C:13](=[O:14])[N:15]([CH3:16])[CH3:17].[Na+:26].[OH-:25].[OH2:24]>>[NH2:1][c:2]1[cH:3][c:4]2[c:9]([cH:10][cH:11]1)[O:8][CH2:7][CH2:6][CH:5]2[CH2:12][CH2:13][N:15]([CH3:16])[CH3:17]. Reactants: CC1(C)C(C(=O)c2c[nH]c3ccc(Br)cc23)C1(C)C, CS(=O)(=O)OCC1CCOCC1, [H-], [Na+], CN(C)C=O. The product is CC1(C)C(C(=O)c2cn(CC3CCOCC3)c3ccc(Br)cc23)C1(C)C. Reaction SMILES: [Br:1][c:2]1[cH:3][c:4]2[c:5]([C:11](=[O:12])[CH:13]3[C:14]([CH3:18])([CH3:19])[C:15]3([CH3:16])[CH3:17])[cH:6][nH:7][c:8]2[cH:9][cH:10]1.[CH3:20][S:21]([O:22][CH2:25][CH:26]1[CH2:27][CH2:28][O:29][CH2:30][CH2:31]1)(=[O:23])=[O:24].[H-:33].[Na+:32].[O:34]=[CH:35][N:36]([CH3:37])[CH3:38]>>[Br:1][c:2]1[cH:3][c:4]2[c:5]([C:11](=[O:12])[CH:13]3[C:14]([CH3:18])([CH3:19])[C:15]3([CH3:16])[CH3:17])[cH:6][n:7]([CH2:25][CH:26]3[CH2:27][CH2:28][O:29][CH2:30][CH2:31]3)[c:8]2[cH:9][cH:10]1. Product: CC(=O)Oc1ccc2nc(-c3cccc([N+](=O)[O-])c3)nc(Nc3ccc4c(cnn4C(=O)OC(C)(C)C)c3)c2c1. As a reaction SMILES: [C:1]([CH3:2])(=[O:3])[O:4][c:5]1[cH:6][c:7]2[c:8]([Cl:24])[n:9][c:10](-[c:15]3[cH:16][c:17]([N+:21](=[O:22])[O-:23])[cH:18][cH:19][cH:20]3)[n:11][c:12]2[cH:13][cH:14]1.[CH:42]([OH:43])([CH3:44])[CH3:45].[NH2:25][c:26]1[cH:27][c:28]2[cH:29][n:30][n:31]([C:35](=[O:36])[O:37][C:38]([CH3:39])([CH3:40])[CH3:41])[c:32]2[cH:33][cH:34]1>>[C:1]([CH3:2])(=[O:3])[O:4][c:5]1[cH:6][c:7]2[c:8]([NH:25][c:26]3[cH:27][c:28]4[cH:29][n:30][n:31]([C:35](=[O:36])[O:37][C:38]([CH3:39])([CH3:40])[CH3:41])[c:32]4[cH:33][cH:34]3)[n:9][c:10](-[c:15]3[cH:16][c:17]([N+:21](=[O:22])[O-:23])[cH:18][cH:19][cH:20]3)[n:11][c:12]2[cH:13][cH:14]1. Starting materials: CC(=O)Oc1ccc2nc(-c3cccc([N+](=O)[O-])c3)nc(Cl)c2c1, CC(C)O, CC(C)(C)OC(=O)n1ncc2cc(N)ccc21. The reactants are C1=CC=CC=2C(C3=C(C=CC21)C=CC=C3)NCC(=O)O (5-H-Dibenzo[a,d]cyclohepten-5-ylglycine), [H-].[Al+3].[Li+].[H-].[H-].[H-] (lithium aluminium hydride). Run in C1CCOC1 (THF). Conditions: time 8 hour. The product is NCCO.C1=CC=CC=2CC3=C(C=CC21)C=CC=C3 (5H-dibenzo[a,d]cycloheptene glycinol). Reaction SMILES: [CH:1]1[C:11]2[CH:10]=[CH:9][C:8]3[CH:12]=[CH:13][CH:14]=[CH:15][C:7]=3[CH:6]([NH:16][CH2:17][C:18](O)=[O:19])[C:5]=2[CH:4]=[CH:3][CH:2]=1.[H-].[Al+3].[Li+].[H-].[H-].[H-]>C1COCC1>[NH2:16][CH2:17][CH2:18][OH:19].[CH:12]1[C:8]2[CH:9]=[CH:10][C:11]3[CH:1]=[CH:2][CH:3]=[CH:4][C:5]=3[CH2:6][C:7]=2[CH:15]=[CH:14][CH:13]=1 |f:1.2.3.4.5.6,8.9|. Procedure: 5-H-Dibenzo[a,d]cyclohepten-5-ylglycine (4.8g, Example 1c) was added in portions to a solution of lithium aluminium hydride (54ml of 1.0M solution) in 30ml dry THF at 0° C. The reaction was allowed to stand at room temperature overnight, quenched with 2N sodium hydroxide and poured through Celite. The filtrate was washed with water, dried over MgSO4 and solvent removed in vacuo to leave a residue which was induced to crystallised in ethyl acetate or dichloromethane to give 5H-dibenzo[a,d]cyclohe...